From a dataset of the Open Reaction Database (ORD), a public repository of structured organic reaction records. describe an organic reaction: reactants, conditions, products, and yield Reactants: C1CCOC1, [H-], CI, [Na+], CC(C)(C)OC(=O)N1CC2NC(=O)c3c(cccc3C(F)(F)F)C2C1. Yields the product CN1C(=O)c2c(cccc2C(F)(F)F)C2CN(C(=O)OC(C)(C)C)CC21. Reaction SMILES: [CH2:30]1[O:31][CH2:32][CH2:33][CH2:34]1.[H-:2].[I:28][CH3:29].[Na+:1].[O:3]=[C:4]1[NH:5][CH:6]2[CH:7]([c:8]3[cH:9][cH:10][cH:11][c:12]([C:14]([F:15])([F:16])[F:17])[c:13]31)[CH2:18][N:19]([C:21](=[O:22])[O:23][C:24]([CH3:25])([CH3:26])[CH3:27])[CH2:20]2>>[O:3]=[C:4]1[N:5]([CH3:29])[CH:6]2[CH:7]([c:8]3[cH:9][cH:10][cH:11][c:12]([C:14]([F:15])([F:16])[F:17])[c:13]31)[CH2:18][N:19]([C:21](=[O:22])[O:23][C:24]([CH3:25])([CH3:26])[CH3:27])[CH2:20]2. Reactants: CC(=O)O[BH-](OC(C)=O)OC(C)=O, CN1CCNCC1, COc1cc(N2CCC(=O)CC2)ccc1[N+](=O)[O-], CC(Cl)Cl, [Na+], [Na+], [OH-], O. The product is COc1cc(N2CCC(N3CCN(C)CC3)CC2)ccc1[N+](=O)[O-]. As a reaction SMILES: [C:26]([O:27][BH-:28]([O:29][C:30](=[O:31])[CH3:32])[O:33][C:34](=[O:35])[CH3:36])(=[O:37])[CH3:38].[CH3:19][N:20]1[CH2:21][CH2:22][NH:23][CH2:24][CH2:25]1.[CH3:1][O:2][c:3]1[cH:4][c:5]([N:12]2[CH2:13][CH2:14][C:15](=[O:18])[CH2:16][CH2:17]2)[cH:6][cH:7][c:8]1[N+:9](=[O:10])[O-:11].[Cl:42][CH:43]([Cl:44])[CH3:45].[Na+:39].[Na+:41].[OH-:40].[OH2:46]>>[CH3:1][O:2][c:3]1[cH:4][c:5]([N:12]2[CH2:13][CH2:14][CH:15]([N:23]3[CH2:22][CH2:21][N:20]([CH3:19])[CH2:25][CH2:24]3)[CH2:16][CH2:17]2)[cH:6][cH:7][c:8]1[N+:9](=[O:10])[O-:11].